This data is from the Open Reaction Database (ORD), a public repository of structured organic reaction records. The task is: describe an organic reaction: reactants, conditions, products, and yield Reactants: COC(C1=C(C=C(C(=C1)B1OC(C(O1)(C)C)(C)C)C)OCC)=O (2-Ethoxy-4-methyl-5-(4,4,5,5-tetramethyl[1,3,2]dioxaborolan-2-yl)benzoic acid methyl ester), NC1=NC(=CC(=N1)Cl)Cl (2-Amino-4,6-dichloropyrimidine), C([O-])(O)=O.[Na+] (sodium bicarbonate), O (water). Reagents/catalysts: [Pd](Cl)Cl.C1(=CC=CC=C1)P(C1=CC=CC=C1)C1=CC=CC=C1.C1(=CC=CC=C1)P(C1=CC=CC=C1)C1=CC=CC=C1 (bis(triphenylphosphine) palladium dichloride). The solvent is O1CCOCC1 (1,4-dioxane), O1CCOCC1 (1,4-dioxane), C(C)(=O)OCC (ethyl acetate). Conditions: temperature 80 celsius, time 10 minute. Product: COC(C1=C(C=C(C(=C1)C1=NC(=NC(=C1)Cl)N)C)OCC)=O (5-(2-amino-6-chloropyrimidin-4-yl)-2-ethoxy-4-methylbenzoic acid methyl ester). Isolated yield 65.3%. RXN SMILES: [NH2:1][C:2]1[N:7]=[C:6]([Cl:8])[CH:5]=[C:4](Cl)[N:3]=1.C(=O)(O)[O-].[Na+].O.[CH3:16][O:17][C:18](=[O:38])[C:19]1[CH:24]=[C:23](B2OC(C)(C)C(C)(C)O2)[C:22]([CH3:34])=[CH:21][C:20]=1[O:35][CH2:36][CH3:37]>O1CCOCC1.C(OCC)(=O)C.[Pd](Cl)Cl.C1(P(C2C=CC=CC=2)C2C=CC=CC=2)C=CC=CC=1.C1(P(C2C=CC=CC=2)C2C=CC=CC=2)C=CC=CC=1>[CH3:16][O:17][C:18](=[O:38])[C:19]1[CH:24]=[C:23]([C:4]2[CH:5]=[C:6]([Cl:8])[N:7]=[C:2]([NH2:1])[N:3]=2)[C:22]([CH3:34])=[CH:21][C:20]=1[O:35][CH2:36][CH3:37] |f:1.2,7.8.9|. Procedure details: 2-Amino-4,6-dichloropyrimidine (246 mg, 1.5 mmol), bis(triphenylphosphine) palladium dichloride (53 mg, 0.07 mmol), sodium bicarbonate (252 mg, 3.0 mmol), 1,4-dioxane (2.5 ml), and water (1.5 ml) were placed in a reaction vessel. The resulting mixture was stirred at 80° C. for 10 minutes. To this mixture, 2-Ethoxy-4-methyl-5-(4,4,5,5-tetramethyl[1,3,2]dioxaborolan-2-yl)benzoic acid methyl ester (320 mg, 1.0 mmol) obtained in Step 4 above was added dropwise after dissolving in 1,4-dioxane (2.5 ml... Reactants: C(C1=CC=CC=C1)OC(=O)[C@H]1[C@@H](CN(CC1)C(=O)OC(C)(C)C)C(=O)OC ((3S,4R)-1-tert-butyl 3-methyl 4-(benzyloxycarbonyl)piperidine-1,3-dicarboxylate), C(=O)(C(F)(F)F)O (TFA). The solvent is C(Cl)Cl (CH2Cl2). Conditions: time 5 hour. The product is C(C1=CC=CC=C1)OC(=O)[C@H]1[C@@H](CNCC1)C(=O)OC ((3S,4R)-methyl 4-(benzyloxycarbonyl)piperidine-3-carboxylate). Isolated yield 126.6%. As a reaction SMILES: [CH2:1]([O:8][C:9]([C@@H:11]1[CH2:16][CH2:15][N:14](C(OC(C)(C)C)=O)[CH2:13][C@H:12]1[C:24]([O:26][CH3:27])=[O:25])=[O:10])[C:2]1[CH:7]=[CH:6][CH:5]=[CH:4][CH:3]=1.C(O)(C(F)(F)F)=O>C(Cl)Cl>[CH2:1]([O:8][C:9]([C@@H:11]1[CH2:16][CH2:15][NH:14][CH2:13][C@H:12]1[C:24]([O:26][CH3:27])=[O:25])=[O:10])[C:2]1[CH:7]=[CH:6][CH:5]=[CH:4][CH:3]=1. Procedure details: A solution of 257B (411 mg, 1.04 mmol) in CH2Cl2 (5 mL) was treated with TFA (0.5 mL) at room temperature. The reaction mixture was stirred for 5.0 hours, then concentrated in vacuo. The residue was dissolved in EtOAc (10 mL) and washed with saturated aqueous NaHCO3. The organics were dried (Na2SO4), filtered and concentrated in vacuo to give 365 mg of 257C as a solid. The reactants are Br (hydrogen bromide), [OH-].[NH4+] (ammonium hydroxide), Br (hydrogen bromide), CC(C)C[C@H]1C(=O)N2CCC[C@H]2[C@]3(N1C(=O)[C@](O3)(C(C)C)NC(=O)[C@H]4CN([C@@H]5CC6=CNC7=C6C(=CC=C7)C5=C4)C)O (α-ergocryptine), Br (hydrogen bromide), Br (hydrogen bromide), Br (hydrogen bromide), Br (hydrogen bromide), [OH-].[Na+] (sodium hydroxide), CC(C)C[C@H]1C(=O)N2CCC[C@H]2[C@]3(N1C(=O)[C@](O3)(C(C)C)NC(=O)[C@H]4CN([C@@H]5CC6=CNC7=C6C(=CC=C7)C5=C4)C)O (α-ergocryptine). Solvent: ClCCl (dichloromethane), CS(=O)C (dimethylsulphoxide), CS(=O)C (dimethylsulphoxide), CS(=O)C (dimethylsulphoxide), CS(=O)C (dimethylsulphoxide), O (water). Reaction conditions: time 15 minute. Yields the product CC(C)C[C@H]1C(=O)N2CCC[C@H]2[C@]3(N1C(=O)[C@](O3)(C(C)C)NC(=O)[C@H]4CN([C@@H]5CC6=C(NC7=CC=CC(=C67)C5=C4)Br)C)O (2-bromo-α-ergocryptine). Reaction SMILES: [BrH:1].[OH-].[Na+].[CH3:4][CH:5]([CH2:7][C@@H:8]1[N:17]2[C:18]([C@@:20]([NH:25][C:26]([C@@H:28]3[CH:43]=[C:42]4[C@@H:31]([CH2:32][C:33]5[C:37]6[C:38]4=[CH:39][CH:40]=[CH:41][C:36]=6[NH:35][CH:34]=5)[N:30]([CH3:44])[CH2:29]3)=[O:27])([CH:22]([CH3:24])[CH3:23])[O:21][C@@:16]2([OH:45])[C@H:15]2[N:11]([CH2:12][CH2:13][CH2:14]2)[C:9]1=[O:10])=[O:19])[CH3:6].[OH-].[NH4+]>CS(C)=O.ClCCl.O>[CH3:6][CH:5]([CH2:7][C@@H:8]1[N:17]2[C:18]([C@@:20]([NH:25][C:26]([C@@H:28]3[CH:43]=[C:42]4[C@@H:31]([CH2:32][C:33]5[C:37]6[C:36](=[CH:41][CH:40]=[CH:39][C:38]=64)[NH:35][C:34]=5[Br:1])[N:30]([CH3:44])[CH2:29]3)=[O:27])([CH:22]([CH3:23])[CH3:24])[O:21][C@@:16]2([OH:45])[C@H:15]2[N:11]([CH2:12][CH2:13][CH2:14]2)[C:9]1=[O:10])=[O:19])[CH3:4] |f:1.2,4.5|. Procedure: Dry gaseous hydrogen bromide is introduced to 70 ml. of anhydrous dimethylsulphoxide at room temperature. The amount of the introduced hydrogen bromide is measured by titrating against 0.1N sodium hydroxide solution. The hydrogen bromide is introduced until reaching a hydrogen bromide content of 0.0003 to 0.0005 mole/ml. in the dimethylsulphoxide. Then 10 g (0.01737 mole) of α-ergocryptine are dissolved in an amount containing 12 equivalents of hydrogen bromide as taken out from the thus-obtaine...